This data is from the Open Reaction Database (ORD), a public repository of structured organic reaction records. The task is: describe an organic reaction: reactants, conditions, products, and yield The reactants are CO (methanol), S(O)(O)(=O)=O (sulfuric acid), OC1=CC=C(C=C1)C1=CC=C(C=C1)C(=O)O (4'-hydroxy-4-biphenylcarboxylic acid), CO (methanol), O (water). Run in C1CCOC1 (THF). The product is COC(=O)C1=CC=C(C=C1)C1=CC=C(C=C1)O (Methyl-4'-hydroxy-4-biphenylcarboxylate). Isolated yield 86.0%. RXN SMILES: S(=O)(=O)(O)O.[OH:6][C:7]1[CH:12]=[CH:11][C:10]([C:13]2[CH:18]=[CH:17][C:16]([C:19]([OH:21])=[O:20])=[CH:15][CH:14]=2)=[CH:9][CH:8]=1.O.[CH3:23]O>C1COCC1>[CH3:23][O:20][C:19]([C:16]1[CH:17]=[CH:18][C:13]([C:10]2[CH:9]=[CH:8][C:7]([OH:6])=[CH:12][CH:11]=2)=[CH:14][CH:15]=1)=[O:21]. Reported procedure: Concentrated sulfuric acid (approximately 4 ml) was carefully added to a solution of 4'-hydroxy-4-biphenylcarboxylic acid (Aldrich) (8.20 g, 38.3 mmol) in 1 liter of methanol. The reaction mixture was refluxed for three days and the solvent was evaporated. The resulting solid was filtered, washed with water, and recrystallized as follows. The crude solid was dissolved in a minimum amount of hot THF, and approximately three equivalents of methanol was added to the solution. The solution was broug... Reactants: Brc1cncc(-c2nn[nH]n2)c1, CC(C)(C)OC(=O)c1ccc(CBr)cc1, O=C([O-])[O-], CN(C)C=O, [Cs+], [Cs+]. Yields the product CC(C)(C)OC(=O)c1ccc(Cn2nnc(-c3cncc(Br)c3)n2)cc1. Reaction SMILES: [Br:1][c:2]1[cH:3][n:4][cH:5][c:6](-[c:8]2[n:9][n:10][nH:11][n:12]2)[cH:7]1.[C:13]([CH3:14])([CH3:15])([CH3:16])[O:17][C:18]([c:19]1[cH:20][cH:21][c:22]([CH2:25][Br:26])[cH:23][cH:24]1)=[O:27].[C:28](=[O:29])([O-:30])[O-:31].[CH3:34][N:35]([CH3:36])[CH:37]=[O:38].[Cs+:32].[Cs+:33]>>[Br:1][c:2]1[cH:3][n:4][cH:5][c:6](-[c:8]2[n:9][n:10]([CH2:25][c:22]3[cH:21][cH:20][c:19]([C:18]([O:17][C:13]([CH3:14])([CH3:15])[CH3:16])=[O:27])[cH:24][cH:23]3)[n:11][n:12]2)[cH:7]1. Reactants: BrBr (bromine), three, C1(=CC=CC=C1)C(F)(F)F (benzotrifluoride), brominetrifluoride, three. The solvent is O (water). Yields the product BrC=1C=C(C=CC1)C(F)(F)F (3-bromobenzotrifluoride). Isolated yield 97.7%. Reaction SMILES: [Br:1]Br.Br(F)(F)F.[C:7]1([C:13]([F:16])([F:15])[F:14])[CH:12]=[CH:11][CH:10]=[CH:9][CH:8]=1>O>[Br:1][C:9]1[CH:8]=[C:7]([C:13]([F:16])([F:15])[F:14])[CH:12]=[CH:11][CH:10]=1. Procedure: 24 gr of bromine and 14 gr of brominetrifluoride were placed in a 50 ml three necked flask. The mixture was stirred vigorously and swept by the aid of a stream of dry nitrogen into a 250 ml three necked flask equipped with a mechanical stirrer, thermometer and double faced condensor, containing 60 gr of benzotrifluoride. Both mixtures were stirred vigorously and icy water was circulated through the condensor, until all the mixture was swept over to the second flask. When no mixture was left in t... The reactants are O=C1CCC(=O)N1Cl, Cc1cc(O)cc(=O)n1Cc1cccnc1. The product is Cc1cc(O)c(Cl)c(=O)n1Cc1cccnc1. Reaction SMILES: [Cl:17][N:18]1[C:19](=[O:20])[CH2:21][CH2:22][C:23]1=[O:24].[OH:1][c:2]1[cH:3][c:4](=[O:16])[n:5]([CH2:9][c:10]2[cH:11][n:12][cH:13][cH:14][cH:15]2)[c:6]([CH3:8])[cH:7]1>>[OH:1][c:2]1[c:3]([Cl:17])[c:4](=[O:16])[n:5]([CH2:9][c:10]2[cH:11][n:12][cH:13][cH:14][cH:15]2)[c:6]([CH3:8])[cH:7]1. Reactants: aqueous solution, C(C)(=O)[O-].[NH4+] (ammonium acetate), CC(C(COC(=O)C1(CN(CCC1)C(=O)OCC(Cl)(Cl)Cl)C(=O)OCC1=CC=CC=C1)=O)(C)C (piperidine-1,3,3-tricarboxylic acid 1-(2,2,2-trichloroethyl) 3-benzyl 3-(3,3-dimethyl-2-oxobutyl)ester). Reagents/catalysts: [Zn] (zinc). The solvent is O1CCCC1 (tetrahydrofurane), O1CCCC1 (tetrahydrofurane). Conditions: time 8 hour. Product: CC(C(COC(=O)C1(CNCCC1)C(=O)OCC1=CC=CC=C1)=O)(C)C (piperidine-3,3-dicarboxylic acid 3-benzyl 3-(3,3-dimethyl-2-oxobutyl)ester). As a reaction SMILES: [CH3:1][C:2]([CH3:34])([CH3:33])[C:3](=[O:32])[CH2:4][O:5][C:6]([C:8]1([C:22]([O:24][CH2:25][C:26]2[CH:31]=[CH:30][CH:29]=[CH:28][CH:27]=2)=[O:23])[CH2:13][CH2:12][CH2:11][N:10](C(OCC(Cl)(Cl)Cl)=O)[CH2:9]1)=[O:7].C([O-])(=O)C.[NH4+]>O1CCCC1.[Zn]>[CH3:1][C:2]([CH3:34])([CH3:33])[C:3](=[O:32])[CH2:4][O:5][C:6]([C:8]1([C:22]([O:24][CH2:25][C:26]2[CH:31]=[CH:30][CH:29]=[CH:28][CH:27]=2)=[O:23])[CH2:13][CH2:12][CH2:11][NH:10][CH2:9]1)=[O:7] |f:1.2|. Procedure: A mixture of piperidine-1,3,3-tricarboxylic acid 1-(2,2,2-trichloroethyl) 3-benzyl 3-(3,3-dimethyl-2-oxobutyl)ester (1.6 g 3 mmol) and zinc (10.5 g 0.16 mol) in a mixture of tetrahydrofurane (25 mL) and 1M aqueous solution of ammonium acetate (13 mL) is stirred overnight at room temperature, diluted with tetrahydrofurane (20 mL) and filtrated over clarcel. The filtrate is diluted with dichloromethane, washed with water dried over magnesium sulfate and concentrated under reduced pressure to give ...